describe an organic reaction: reactants, conditions, products, and yield From a dataset of the Open Reaction Database (ORD), a public repository of structured organic reaction records. The reactants are CO, Cl, CC(C)(O)c1cc(F)c(-c2cc(C(N)=O)c(Nc3ccnc(OCC[Si](C)(C)C)n3)s2)c(F)c1. The product is CC(C)(O)c1cc(F)c(-c2cc(C(N)=O)c(Nc3cc[nH]c(=O)n3)s2)c(F)c1. Reaction SMILES: [CH3:35][OH:36].[ClH:37].[F:1][c:2]1[c:3](-[c:13]2[cH:14][c:15]([C:32](=[O:33])[NH2:34])[c:16]([NH:18][c:19]3[n:20][c:21]([O:25][CH2:26][CH2:27][Si:28]([CH3:29])([CH3:30])[CH3:31])[n:22][cH:23][cH:24]3)[s:17]2)[c:4]([F:12])[cH:5][c:6]([C:8]([CH3:9])([CH3:10])[OH:11])[cH:7]1>>[F:1][c:2]1[c:3](-[c:13]2[cH:14][c:15]([C:32](=[O:33])[NH2:34])[c:16]([NH:18][c:19]3[n:20][c:21](=[O:25])[nH:22][cH:23][cH:24]3)[s:17]2)[c:4]([F:12])[cH:5][c:6]([C:8]([CH3:9])([CH3:10])[OH:11])[cH:7]1. Starting materials: BrC1=CC=CC2=C1C(NO2)=O (4-bromo-1,2-benzoxazolinone), [Cu]C#N (copper (I) cyanide), O (water), [C-]#N.[Na+] (sodium cyanide). Solvent: CN(C)C=O (DMF). Conditions: temperature 165 celsius, time 6.5 hour. The product is C(#N)C1=CC=CC2=C1C(NO2)=O (4-cyano-1,2-benzoxazolinone). Isolated yield 51.6%. Reaction SMILES: Br[C:2]1[C:7]2[C:8](=[O:11])[NH:9][O:10][C:6]=2[CH:5]=[CH:4][CH:3]=1.[Cu][C:13]#[N:14].O.[C-]#N.[Na+]>CN(C=O)C>[C:13]([C:2]1[C:7]2[C:8](=[O:11])[NH:9][O:10][C:6]=2[CH:5]=[CH:4][CH:3]=1)#[N:14] |f:3.4|. Reported procedure: To a solution of 4-bromo-1,2-benzoxazolinone (5.0 g, 23 mmol) in DMF (11 mL) was added copper (I) cyanide (3.6 g, 39 mmol) and the reaction heated at 165° C. After 6.5 h, the reaction mixture was cooled to rt and water (20 mL) and sodium cyanide (3.6 g) were added and the reaction heated at 100° C. After 12 h, the reaction mixture was extracted with ethyl acetate and the combined organic layers were filtered through a scrub pad of silica gel eluting with ethyl acetate. The filtrate was concentra... Starting materials: [Br-].[Li+] (lithium bromide), C(C)(=O)OCCCCC[C@H]1[C@H]2[C@@H]3CCC([C@@]3(C)C[C@@H]([C@@H]2[C@H]2CCC(C=C2C1)=O)F)=O (7α-(5-acetoxypentyl)-11β-fluoro-estr-4-ene-3,17-dione), ice water, C([O-])(O)=O.[Na+] (sodium bicarbonate). The reagents and catalysts are [Cu](Br)Br (copper(II) bromide). Solvent: C(C)#N (acetonitrile), C(C)(=O)OCC (ethyl acetate). Run at time 15 minute. Product: C(C)(=O)OCCCCC[C@H]1[C@H]2[C@@H]3CCC([C@@]3(C)C[C@@H]([C@@H]2C=2C=CC(=CC2C1)O)F)=O (7α-(5-acetoxypentyl)-11β-fluoro-3-hydroxy-estra-1,3,5(10)-trien-17-one). Isolated yield 51.8%. Reaction SMILES: [Br-].[Li+].[C:3]([O:6][CH2:7][CH2:8][CH2:9][CH2:10][CH2:11][C@@H:12]1[CH2:29][C:28]2[C@H:23]([CH2:24][CH2:25][C:26](=[O:30])[CH:27]=2)[C@@H:22]2[C@@H:13]1[C@H:14]1[C@@:18]([CH2:20][C@@H:21]2[F:31])([CH3:19])[C:17](=[O:32])[CH2:16][CH2:15]1)(=[O:5])[CH3:4].C(=O)(O)[O-].[Na+]>C(#N)C.C(OCC)(=O)C.[Cu](Br)Br>[C:3]([O:6][CH2:7][CH2:8][CH2:9][CH2:10][CH2:11][C@@H:12]1[CH2:29][C:28]2[CH:27]=[C:26]([OH:30])[CH:25]=[CH:24][C:23]=2[C@@H:22]2[C@@H:13]1[C@H:14]1[C@@:18]([CH2:20][C@@H:21]2[F:31])([CH3:19])[C:17](=[O:32])[CH2:16][CH2:15]1)(=[O:5])[CH3:4] |f:0.1,3.4|. Reported procedure: 18.6 of copper(II) bromide and 3.6 g of lithium bromide are added to 16.5 g of 7α-(5-acetoxypentyl)-11β-fluoro-estr-4-ene-3,17-dione in 190 ml of acetonitrile at 80° C. After 15 minutes, the reaction mixture is stirred into sodium bicarbonate-containing ice water. The precipitated product is suctioned off, dissolved in ethyl acetate, washed with water, dried and concentrated by evaporation in a vacuum. After the crude product is chromatographed on silica gel with a hexane-ethyl acetate gradient,... Starting materials: CC(=O)Cl, Cc1ccccc1, Cl, CC(O)c1ccc(-c2ccc(C(=O)OCc3ccccc3)cc2)cc1, c1ccncc1. Yields the product CC(=O)OC(C)c1ccc(-c2ccc(C(=O)OCc3ccccc3)cc2)cc1. RXN SMILES: [CH3:26][C:27]([Cl:28])=[O:29].[CH3:31][c:32]1[cH:33][cH:34][cH:35][cH:36][cH:37]1.[ClH:30].[OH:1][CH:2]([CH3:3])[c:4]1[cH:5][cH:6][c:7](-[c:10]2[cH:11][cH:12][c:13]([C:16](=[O:17])[O:18][CH2:19][c:20]3[cH:21][cH:22][cH:23][cH:24][cH:25]3)[cH:14][cH:15]2)[cH:8][cH:9]1.[cH:38]1[cH:39][cH:40][n:41][cH:42][cH:43]1>>[O:1]([CH:2]([CH3:3])[c:4]1[cH:5][cH:6][c:7](-[c:10]2[cH:11][cH:12][c:13]([C:16](=[O:17])[O:18][CH2:19][c:20]3[cH:21][cH:22][cH:23][cH:24][cH:25]3)[cH:14][cH:15]2)[cH:8][cH:9]1)[C:27]([CH3:26])=[O:29]. Starting materials: O=C1OCCC1Br, CC(C)c1c(C(=O)NCc2ccc(F)c(F)c2)c2ccc(O)cc2n1Cc1ccccc1, [K+], [K+], O=C([O-])[O-], CN(C)C=O. Product: CC(C)c1c(C(=O)NCc2ccc(F)c(F)c2)c2ccc(OC3CCOC3=O)cc2n1Cc1ccccc1. Reaction SMILES: [Br:39][CH:40]1[C:41](=[O:45])[O:42][CH2:43][CH2:44]1.[CH2:1]([c:2]1[cH:3][cH:4][cH:5][cH:6][cH:7]1)[n:8]1[c:9]([CH:30]([CH3:31])[CH3:32])[c:10]([C:18](=[O:19])[NH:20][CH2:21][c:22]2[cH:23][c:24]([F:29])[c:25]([F:28])[cH:26][cH:27]2)[c:11]2[cH:12][cH:13][c:14]([OH:17])[cH:15][c:16]12.[K+:33].[K+:34].[O-:35][C:36]([O-:37])=[O:38].[O:46]=[CH:47][N:48]([CH3:49])[CH3:50]>>[CH2:1]([c:2]1[cH:3][cH:4][cH:5][cH:6][cH:7]1)[n:8]1[c:9]([CH:30]([CH3:31])[CH3:32])[c:10]([C:18](=[O:19])[NH:20][CH2:21][c:22]2[cH:23][c:24]([F:29])[c:25]([F:28])[cH:26][cH:27]2)[c:11]2[cH:12][cH:13][c:14]([O:17][CH:40]3[C:41](=[O:45])[O:42][CH2:43][CH2:44]3)[cH:15][c:16]12. Isolated yield 72.7%. Solvent: C1(=CC=CC=C1)C (Toluene). Reported procedure: A mixture of 1-phenyl-2-(trans-4-ethylcyclohexyl)ethane (200.0 g, 0.93 mol), pulverized succinic acid anhydride (111.6 g, 1.11 mol) and CS2 (500 ml) was cooled with ice down to 0° to 5° C. Pulverized anhydrous aluminum chloride (248.0 g, 1.86 mol) was gradually added to the mixture. After removing the ice bath, the mixture was agitated for one hour and successively agitated for 2 hours on a water bath at 60° C. The resulting material was allowed to stand overnight. The reaction material was pour... The product is C(C)[C@@H]1CC[C@H](CC1)CCC1=CC=C(C(=O)CCC(=O)O)C=C1 (3-(4-(2-(trans-4-ethylcyclohexyl)ethyl)benzoyl)propanic acid). The reactants are C1(=CC=CC=C1)CC[C@@H]1CC[C@H](CC1)CC (1-phenyl-2-(trans-4-ethylcyclohexyl)ethane), [Cl-].[Al+3].[Cl-].[Cl-] (aluminum chloride), C1(CCC(=O)O1)=O (succinic acid anhydride), C(=S)=S (CS2). Reaction SMILES: [C:1]1([CH2:7][CH2:8][C@H:9]2[CH2:14][CH2:13][C@H:12]([CH2:15][CH3:16])[CH2:11][CH2:10]2)[CH:6]=[CH:5][CH:4]=[CH:3][CH:2]=1.[C:17]1(=[O:23])[O:22][C:20](=[O:21])[CH2:19][CH2:18]1.C(=S)=S.[Cl-].[Al+3].[Cl-].[Cl-]>C1(C)C=CC=CC=1>[CH2:15]([C@H:12]1[CH2:13][CH2:14][C@H:9]([CH2:8][CH2:7][C:1]2[CH:6]=[CH:5][C:4]([C:17]([CH2:18][CH2:19][C:20]([OH:22])=[O:21])=[O:23])=[CH:3][CH:2]=2)[CH2:10][CH2:11]1)[CH3:16] |f:3.4.5.6|. Conditions: time 1 hour.